This data is from the Open Reaction Database (ORD), a public repository of structured organic reaction records. The task is: describe an organic reaction: reactants, conditions, products, and yield Starting materials: ClC1=C(C(=NC=N1)NC1=CC=C(C=C1)Cl)N (6-Chloro-N4-(4-chlorophenyl)-pyrimidine-4,5-diamine), ClC1=C(C(=O)Cl)C=CC(=C1)Cl (2,4-dichlorobenzoyl chloride). Solvent: N1=CC=CC=C1 (pyridine). Yields the product ClC1=C(C(=O)NC=2C(=NC=NC2NC2=CC=C(C=C2)Cl)Cl)C=CC(=C1)Cl (2,4-Dichloro-N-[4-chloro-6-(4-chlorophenyl-amino)-pyrimidin-5-yl]-benzamide), solid. Isolated yield 25.0%. As a reaction SMILES: [Cl:1][C:2]1[N:7]=[CH:6][N:5]=[C:4]([NH:8][C:9]2[CH:14]=[CH:13][C:12]([Cl:15])=[CH:11][CH:10]=2)[C:3]=1[NH2:16].[Cl:17][C:18]1[CH:26]=[C:25]([Cl:27])[CH:24]=[CH:23][C:19]=1[C:20](Cl)=[O:21]>N1C=CC=CC=1>[Cl:17][C:18]1[CH:26]=[C:25]([Cl:27])[CH:24]=[CH:23][C:19]=1[C:20]([NH:16][C:3]1[C:2]([Cl:1])=[N:7][CH:6]=[N:5][C:4]=1[NH:8][C:9]1[CH:10]=[CH:11][C:12]([Cl:15])=[CH:13][CH:14]=1)=[O:21]. Procedure: 6-Chloro-N4-(4-chlorophenyl)-pyrimidine-4,5-diamine I-(1A-1)a (34 g, 134 mmol) in pyridine (150 ml) was cooled to 0° C. and to it was added 2,4-dichlorobenzoyl chloride (25 ml, 178 mmol). The reaction was allowed to warm to ambient temperature overnight. The solid precipitate was collected by vacuum filtration and dried under high vacuum to yield the title compound I-(1A-1)b as a colorless solid (14 g, 25%). The pyridine solution was concentrated under reduced pressure and then triturated with m... The reactants are C1CCOC1, CON=C(Cc1ccc(OC)cc1)c1ccccc1. The product is COc1ccc(CC(N)c2ccccc2)cc1. Reaction SMILES: [CH2:20]1[O:21][CH2:22][CH2:23][CH2:24]1.[CH3:1][O:2][N:3]=[C:4]([CH2:5][c:6]1[cH:7][cH:8][c:9]([O:12][CH3:13])[cH:10][cH:11]1)[c:14]1[cH:15][cH:16][cH:17][cH:18][cH:19]1>>[NH2:3][CH:4]([CH2:5][c:6]1[cH:7][cH:8][c:9]([O:12][CH3:13])[cH:10][cH:11]1)[c:14]1[cH:15][cH:16][cH:17][cH:18][cH:19]1. Reactants: O=[N+]([O-])c1cc(Cl)cnc1Br, Oc1ccc(F)cc1, [K+], [K+], O=C([O-])[O-], CN(C)C=O. Yields the product O=[N+]([O-])c1cc(Cl)cnc1Oc1ccc(F)cc1. Reaction SMILES: [Br:1][c:2]1[n:3][cH:4][c:5]([Cl:11])[cH:6][c:7]1[N+:8](=[O:9])[O-:10].[F:12][c:13]1[cH:14][cH:15][c:16]([OH:19])[cH:17][cH:18]1.[K+:20].[K+:21].[O-:22][C:23]([O-:24])=[O:25].[O:26]=[CH:27][N:28]([CH3:29])[CH3:30]>>[c:2]1([O:19][c:16]2[cH:15][cH:14][c:13]([F:12])[cH:18][cH:17]2)[n:3][cH:4][c:5]([Cl:11])[cH:6][c:7]1[N+:8](=[O:9])[O-:10]. Starting materials: NC1=NC(=C2N=CN(C2=N1)[C@H]1C=C[C@H](C1)CO)Cl ((±)-cis-4-(2-Amino-6-chloro-9H-purin-9-yl)-2-cyclopentene-1-methanol), C(C)N (ethyl amine), [OH-].[Na+] (NaOH). Conditions: temperature 80 celsius. Product: NC1=NC(=C2N=CN(C2=N1)[C@H]1C=C[C@H](C1)CO)NCC ((±)-cis-4-(2-Amino-6-(ethylamino)-9H-purin-9-yl)-2-cyclopentene-1-methanol). Reaction SMILES: [NH2:1][C:2]1[N:10]=[C:9]2[C:5]([N:6]=[CH:7][N:8]2[C@@H:11]2[CH2:15][C@H:14]([CH2:16][OH:17])[CH:13]=[CH:12]2)=[C:4](Cl)[N:3]=1.[CH2:19]([NH2:21])[CH3:20].[OH-].[Na+]>>[NH2:1][C:2]1[N:10]=[C:9]2[C:5]([N:6]=[CH:7][N:8]2[C@@H:11]2[CH2:15][C@H:14]([CH2:16][OH:17])[CH:13]=[CH:12]2)=[C:4]([NH:21][CH2:19][CH3:20])[N:3]=1 |f:2.3|. Procedure: (±)-cis-4-(2-Amino-6-chloro-9H-purin-9-yl)-2-cyclopentene-1-methanol (0.544g, 2 mmol) was added to an ethyl amine-saturated methanol solution (14 mL). The solution was heated at 80° C. in a Parr bomb for 2.5 hours. 1 N NaOH (2 mL) was added, and solvent evaporated. The residual oil was chromatographed on silica gel. Title compound was eluted with 10% methanol-chloroform; white crystals after crystallization from acetonitrile-methanol (0.365 g, 67%); mp 171-173° C.;